From a dataset of the Open Reaction Database (ORD), a public repository of structured organic reaction records. describe an organic reaction: reactants, conditions, products, and yield The reactants are CC(C)(C)C#CC=CCBr, CONCc1cccc2ccccc12, [Na+], [Na+], O=C([O-])[O-], CN(C)C=O. The product is CON(CC=CC#CC(C)(C)C)Cc1cccc2ccccc12. As a reaction SMILES: [Br:21][CH2:22][CH:23]=[CH:24][C:25]#[C:26][C:27]([CH3:28])([CH3:29])[CH3:30].[CH3:1][O:2][NH:3][CH2:4][c:5]1[cH:6][cH:7][cH:8][c:9]2[cH:10][cH:11][cH:12][cH:13][c:14]12.[Na+:15].[Na+:16].[O-:17][C:18](=[O:19])[O-:20].[O:31]=[CH:32][N:33]([CH3:34])[CH3:35]>>[CH3:1][O:2][N:3]([CH2:4][c:5]1[cH:6][cH:7][cH:8][c:9]2[cH:10][cH:11][cH:12][cH:13][c:14]12)[CH2:22][CH:23]=[CH:24][C:25]#[C:26][C:27]([CH3:28])([CH3:29])[CH3:30]. The reactants are COC1=CC=C(C=C1)C(C2=CC=CC=C2)(C3=CC=C(C=C3)OC)Cl (4,4′-dimethoxytriphenylmethyl chloride), C[Si](Cl)(C)C (trimethylchlorosilane), C(C1=CC=CC=C1)(=O)Cl (benzoyl chloride), BrC=1N([C@H]2C[C@H](O)[C@@H](CO)O2)C=2N=CN=C(C2N1)N (8-Bromo-2′-Deoxyadenosine), COC1=CC=C(C=C1)C(C2=CC=CC=C2)(C3=CC=C(C=C3)OC)Cl (DMT-Cl). Run in N1=CC=CC=C1 (pyridine), N1=CC=CC=C1 (pyridine). Run at time 4 hour. The product is C(C1=CC=CC=C1)(=O)NC=1C=2N=C(N([C@H]3C[C@H](O)[C@@H](COC(C4=CC=C(C=C4)OC)(C4=CC=C(C=C4)OC)C4=CC=CC=C4)O3)C2N=CN1)Br (N6-Benzoyl-8-bromo-5′-O-(4,4′-dimethoxytrityl)-2′-Deoxyadenosine). Isolated yield 41.6%. As a reaction SMILES: [Br:1][C:2]1[N:3]([C:12]2[N:13]=[CH:14][N:15]=[C:16]([NH2:19])[C:17]=2[N:18]=1)[C@@H:4]1[O:11][C@H:8]([CH2:9][OH:10])[C@@H:6]([OH:7])[CH2:5]1.[CH3:20][O:21][C:22]1[CH:27]=[CH:26][C:25]([C:28](Cl)([C:35]2[CH:40]=[CH:39][C:38]([O:41][CH3:42])=[CH:37][CH:36]=2)[C:29]2[CH:34]=[CH:33][CH:32]=[CH:31][CH:30]=2)=[CH:24][CH:23]=1.C[Si](C)(C)Cl.[C:49](Cl)(=[O:56])[C:50]1[CH:55]=[CH:54][CH:53]=[CH:52][CH:51]=1>N1C=CC=CC=1>[C:49]([NH:19][C:16]1[C:17]2[N:18]=[C:2]([Br:1])[N:3]([C:12]=2[N:13]=[CH:14][N:15]=1)[C@@H:4]1[O:11][C@H:8]([CH2:9][O:10][C:28]([C:29]2[CH:34]=[CH:33][CH:32]=[CH:31][CH:30]=2)([C:35]2[CH:40]=[CH:39][C:38]([O:41][CH3:42])=[CH:37][CH:36]=2)[C:25]2[CH:26]=[CH:27][C:22]([O:21][CH3:20])=[CH:23][CH:24]=2)[C@@H:6]([OH:7])[CH2:5]1)(=[O:56])[C:50]1[CH:55]=[CH:54][CH:53]=[CH:52][CH:51]=1. Procedure details: 8-Bromo-2′-Deoxyadenosine (7.7 gm. 22.17 mmol) was dried by co-evaporation with dry pyridine and the solid was suspended in 200 ml of dry pyridine followed by the addition of 4,4′-dimethoxytriphenylmethyl chloride (DMT-Cl) (9 gm, 26.6 mmol). After stirring for 4 hrs at RT, TLC on silica gel showed that a new product was formed and some starting material was unreacted. Another amount of DMT-Cl (3 gm) was added and stirred at RT for 2 hrs. When TLC showed that all starting material was converted t... Starting materials: ClC(C(=O)OCC)C(=O)C (ethyl 2-chloroacetoacetate), C(CC)(=S)N (thiopropionamide), O (water). The solvent is C(C)O (ethanol). Reaction conditions: time 16 hour. The product is C(C)C=1SC(=C(N1)C(=O)OCC)C (ethyl 2-ethyl-5-methyl-1,3-thiazole-4-carboxylate). As a reaction SMILES: Cl[CH:2]([C:8]([CH3:10])=O)[C:3]([O:5][CH2:6][CH3:7])=[O:4].[C:11]([NH2:15])(=[S:14])[CH2:12][CH3:13].O>C(O)C>[CH2:12]([C:11]1[S:14][C:8]([CH3:10])=[C:2]([C:3]([O:5][CH2:6][CH3:7])=[O:4])[N:15]=1)[CH3:13]. Procedure: 2.33 ml ethyl 2-chloroacetoacetate and 1.5 g thiopropionamide were dissolved in 30 ml ethanol, followed by stirring at room temperature for 16 hours. The reaction solution was ice-cooled and water was added thereto, followed by extracting with ethyl acetate. The organic layer was washed with brine, dried over anhydrous magnesium sulfate and evaporated. The residue was purified by silica gel column chromatography (hexane:ethyl acetate=14:1), to give 0.8 g of ethyl 2-ethyl-5-methyl-1,3-thiazole-4-... The reactants are B, COc1ccc(CC(=O)O)cc1C, CO, C1CCOC1, C1CCOC1. The product is COc1ccc(CCO)cc1C. RXN SMILES: [BH3:19].[CH3:1][O:2][c:3]1[c:4]([CH3:13])[cH:5][c:6]([CH2:9][C:10](=[O:11])[OH:12])[cH:7][cH:8]1.[CH3:20][OH:21].[O:14]1[CH2:15][CH2:16][CH2:17][CH2:18]1.[O:22]1[CH2:23][CH2:24][CH2:25][CH2:26]1>>[CH3:1][O:2][c:3]1[c:4]([CH3:13])[cH:5][c:6]([CH2:9][CH2:10][OH:11])[cH:7][cH:8]1. The reactants are O (water), ClC1=NC(=NC(=C1)Cl)OC (4,6-dichloro-2-methoxypyrimidine), ClC1=C(CCN)C=CC(=C1)Cl (2,4-dichlorophenethylamine), C([O-])(O)=O.[Na+] (sodium bicarbonate). Run in C(C)O (ethanol). The product is ClC1=CC(=NC(=N1)OC)NCCC1=C(C=C(C=C1)Cl)Cl ((6-chloro-2-methoxy-pyrimidin-4-yl)-[2-(2,4-dichloro-phenyl)-ethyl]-amine). RXN SMILES: Cl[C:2]1[CH:7]=[C:6]([Cl:8])[N:5]=[C:4]([O:9][CH3:10])[N:3]=1.[Cl:11][C:12]1[CH:20]=[C:19]([Cl:21])[CH:18]=[CH:17][C:13]=1[CH2:14][CH2:15][NH2:16].C(=O)(O)[O-].[Na+].O>C(O)C>[Cl:8][C:6]1[N:5]=[C:4]([O:9][CH3:10])[N:3]=[C:2]([NH:16][CH2:15][CH2:14][C:13]2[CH:17]=[CH:18][C:19]([Cl:21])=[CH:20][C:12]=2[Cl:11])[CH:7]=1 |f:2.3|. Procedure: A solution of 4,6-dichloro-2-methoxypyrimidine (0.7 g), 2,4-dichlorophenethylamine (0.82 g) and sodium bicarbonate (0.88 g) in ethanol (25 mL) is heated at 80° C. for three hours and poured into water (400 mL). The resulting solid is filtered and air dried to afford (6-chloro-2-methoxy-pyrimidin-4-yl)-[2-(2,4-dichloro-phenyl)-ethyl]-amine. Reactants: II (iodine), ClC1=NC=C(C=C1)O (2-chloro-5-hydroxypyridine), C(=O)([O-])[O-].[Na+].[Na+] (Na2CO3), II (I2). Run in O (water). Product: ClC1=CC=C(C(=N1)I)O (6-chloro-2-iodo-3-pyridinol). The yield is 54.8%. As a reaction SMILES: [Cl:1][C:2]1[CH:7]=[CH:6][C:5]([OH:8])=[CH:4][N:3]=1.C([O-])([O-])=O.[Na+].[Na+].[I:15]I>O>[Cl:1][C:2]1[N:3]=[C:4]([I:15])[C:5]([OH:8])=[CH:6][CH:7]=1 |f:1.2.3|. Procedure details: To a solution of 2-chloro-5-hydroxypyridine (5 g, from step 11b) and 8.6 g of Na2CO3 in 100 mL of water was added 9.8 g of I2. The mixture was stirred until the iodine color disappeared. The reaction mixture was then adjusted to pH 5 and extracted with EtOAc. The extract was dried over MgSO4, and the solvent was removed. The residue was recrystallized from MeOH to afford 5.4 g of the title compound: 1H NMR (CD3OD, 300 MHz) δ 7.09 (d, 1H, J=8.5 Hz), 7.20 (d, 1H, J=8.5 Hz); MS m/z: 256 (M+H)+, 273... Reactants: Cl (hydrochloric acid), BrCCOC (1-Bromo-2-methoxyethane), FC1=CC=C(C=C1)C=1C(C(=CNC1)C(=O)OCC)=O (ethyl 5-(4-fluorophenyl)-4-oxo-1,4-dihydropyridine-3-carboxylate), C([O-])([O-])=O.[Cs+].[Cs+] (cesium carbonate), C([O-])([O-])=O.[Cs+].[Cs+] (Cesium carbonate), BrCCOC (1-bromo-2-methoxyethane), [OH-].[Na+] (sodium hydroxide). RXN SMILES: Br[CH2:2][CH2:3][O:4][CH3:5].[F:6][C:7]1[CH:12]=[CH:11][C:10]([C:13]2[C:14](=[O:24])[C:15]([C:19]([O:21]CC)=[O:20])=[CH:16][NH:17][CH:18]=2)=[CH:9][CH:8]=1.C(=O)([O-])[O-].[Cs+].[Cs+].[OH-].[Na+].Cl>CN(C=O)C.O>[F:6][C:7]1[CH:8]=[CH:9][C:10]([C:13]2[C:14](=[O:24])[C:15]([C:19]([OH:21])=[O:20])=[CH:16][N:17]([CH2:2][CH2:3][O:4][CH3:5])[CH:18]=2)=[CH:11][CH:12]=1 |f:2.3.4,5.6|. The solvent is O (water), CN(C)C=O (DMF). Yields the product FC1=CC=C(C=C1)C=1C(C(=CN(C1)CCOC)C(=O)O)=O (5-(4-Fluorophenyl)-1-(2-methoxyethyl)-4-oxo-1,4-dihydropyridine-3-carboxylic acid). Reported procedure: 1-Bromo-2-methoxyethane (95 μl) was added to a suspension of ethyl 5-(4-fluorophenyl)-4-oxo-1,4-dihydropyridine-3-carboxylate (200 mg) and cesium carbonate (499 mg) in DMF (4 ml) at room temperature. The reaction mixture was stirred at room temperature for four hours. Then the reaction mixture was stirred at 50° C. overnight. Cesium carbonate (499 mg) and 1-bromo-2-methoxyethane (95 μl) were added to the reaction mixture at 50° C. The reaction mixture was stirred at 50° C. for nine hours. Then t... Reaction conditions: time 4 hour. Starting materials: CCN(CC)CCC(=O)CC(C)Cc1cccc(OC)c1, CCC1C(=O)CCC1=O, C=CC(=O)CC(C)Cc1cccc(OC)c1, [K+], [OH-]. Yields the product CCC1(CCC(=O)CC(C)Cc2cccc(OC)c2)C(=O)CCC1=O. As a reaction SMILES: [CH2:1]([N:2]([CH2:3][CH3:20])[CH2:4][CH2:5][C:6]([CH2:7][CH:8]([CH2:9][c:10]1[cH:11][c:12]([O:16][CH3:17])[cH:13][cH:14][cH:15]1)[CH3:18])=[O:19])[CH3:21].[CH2:38]([CH3:39])[CH:40]1[C:41](=[O:46])[CH2:42][CH2:43][C:44]1=[O:45].[CH3:22][CH:23]([CH2:24][c:25]1[cH:26][cH:27][cH:28][c:29]([O:30][CH3:31])[cH:32]1)[CH2:33][C:34](=[O:35])[CH:36]=[CH2:37].[K+:48].[OH-:47]>>[CH2:4]([CH2:5][C:6]([CH2:7][CH:8]([CH2:9][c:10]1[cH:11][c:12]([O:16][CH3:17])[cH:13][cH:14][cH:15]1)[CH3:18])=[O:19])[C:40]1([CH2:38][CH3:39])[C:41](=[O:46])[CH2:42][CH2:43][C:44]1=[O:45]. The reactants are ClC=1C=C2C(CN(CC2=C(C1)Cl)C)C=1C=C(C=CC1)S(=O)(=O)NCCP(O)(O)=O (2-(3-(6,8-dichloro-2-methyl-1,2,3,4-tetrahydroisoquinolin-4-yl)phenylsulfonamido)ethylphosphonic acid), NCP(OCC)(OCC)=O (diethyl aminomethylphosphonate), NCP(OCC)(OCC)=O (diethyl aminomethylphosphonate), amine. The product is ClC=1C=C2C(CN(CC2=C(C1)Cl)C)C=1C=C(C=CC1)S(=O)(=O)NCP(O)(O)=O ((3-(6,8-dichloro-2-methyl-1,2,3,4-tetrahydroisoquinolin-4-yl)phenylsulfonamido)methylphosphonic acid). RXN SMILES: [Cl:1][C:2]1[CH:3]=[C:4]2[C:9](=[C:10]([Cl:12])[CH:11]=1)[CH2:8][N:7]([CH3:13])[CH2:6][CH:5]2[C:14]1[CH:15]=[C:16]([S:20]([NH:23]CCP(=O)(O)O)(=[O:22])=[O:21])[CH:17]=[CH:18][CH:19]=1.N[CH2:31][P:32](=[O:39])([O:36]CC)[O:33]CC>>[Cl:1][C:2]1[CH:3]=[C:4]2[C:9](=[C:10]([Cl:12])[CH:11]=1)[CH2:8][N:7]([CH3:13])[CH2:6][CH:5]2[C:14]1[CH:15]=[C:16]([S:20]([NH:23][CH2:31][P:32](=[O:33])([OH:39])[OH:36])(=[O:21])=[O:22])[CH:17]=[CH:18][CH:19]=1. Procedure: Compound 5 was prepared in an analogous manner to that of Compound 1 using diethyl aminomethylphosphonate (Intermediate 5.3) as the amine. 1H-NMR (300 MHz, CD3OD, ppm): 7.89 (d, J=7.8 Hz, 1H), 7.74 (s, 1H), 7.63˜7.66 (m, 1H), 7.57˜7.61 (m, 2H), 6.97 (s, 1H), 4.80˜4.89 (m, 1H), 4.55˜4.67 (m, 2H), 3.83˜3.89 (m, 1H), 3.55˜3.66 (m, 1H), 3.02˜3.11 (m, 5H). MS (ES, m/z): 465 [M+H]+.